From a dataset of the Open Reaction Database (ORD), a public repository of structured organic reaction records. describe an organic reaction: reactants, conditions, products, and yield Reactants: COC(=O)c1ccc(-c2nnc(-c3ccc(C(C)(C)C)cc3)o2)cc1, CCO, Cl, [Na+], C1CCOC1, [OH-]. Yields the product CC(C)(C)c1ccc(-c2nnc(-c3ccc(C(=O)O)cc3)o2)cc1. Reaction SMILES: [C:1]([CH3:2])([CH3:3])([CH3:4])[c:5]1[cH:6][cH:7][c:8](-[c:11]2[n:12][n:13][c:14](-[c:16]3[cH:17][cH:18][c:19]([C:20](=[O:21])[O:22][CH3:23])[cH:24][cH:25]3)[o:15]2)[cH:9][cH:10]1.[CH3:34][CH2:35][OH:36].[ClH:33].[Na+:27].[O:28]1[CH2:29][CH2:30][CH2:31][CH2:32]1.[OH-:26]>>[C:1]([CH3:2])([CH3:3])([CH3:4])[c:5]1[cH:6][cH:7][c:8](-[c:11]2[n:12][n:13][c:14](-[c:16]3[cH:17][cH:18][c:19]([C:20](=[O:21])[OH:22])[cH:24][cH:25]3)[o:15]2)[cH:9][cH:10]1. Starting materials: NC1=CC2=C(CCN(CC2)CC(=O)N(C)C)C=C1OC (2-(7-Amino-8-methoxy-1,2,4,5-tetrahydro-benzo[d]azepin-3-yl)-N,N-dimethyl-acetamide), ClC1=NC=C(C(=N1)NC1=C(C=CC=C1)N1N=CC=C1)Cl ((2,5-Dichloro-pyrimidin-4-yl)-(2-pyrazol-1-yl-phenyl)-amine). Product: ClC=1C(=NC(=NC1)NC1=CC2=C(CCN(CC2)CC(=O)N(C)C)C=C1OC)NC1=C(C=CC=C1)N1N=CC=C1 (2-{7-[5-Chloro-4-(2-pyrazol-1-yl-phenylamino)-pyrimidin-2-ylamino]-8-methoxy-1,2,4,5-tetrahydro-benzo[d]azepin-3-yl}-N,N-dimethyl-acetamide). Yield: 60.7%. As a reaction SMILES: [NH2:1][C:2]1[C:18]([O:19][CH3:20])=[CH:17][C:5]2[CH2:6][CH2:7][N:8]([CH2:11][C:12]([N:14]([CH3:16])[CH3:15])=[O:13])[CH2:9][CH2:10][C:4]=2[CH:3]=1.Cl[C:22]1[N:27]=[C:26]([NH:28][C:29]2[CH:34]=[CH:33][CH:32]=[CH:31][C:30]=2[N:35]2[CH:39]=[CH:38][CH:37]=[N:36]2)[C:25]([Cl:40])=[CH:24][N:23]=1>>[Cl:40][C:25]1[C:26]([NH:28][C:29]2[CH:34]=[CH:33][CH:32]=[CH:31][C:30]=2[N:35]2[CH:39]=[CH:38][CH:37]=[N:36]2)=[N:27][C:22]([NH:1][C:2]2[C:18]([O:19][CH3:20])=[CH:17][C:5]3[CH2:6][CH2:7][N:8]([CH2:11][C:12]([N:14]([CH3:16])[CH3:15])=[O:13])[CH2:9][CH2:10][C:4]=3[CH:3]=2)=[N:23][CH:24]=1. Procedure: Following a procedure analogous to Example 113, 2-(7-Amino-8-methoxy-1,2,4,5-tetrahydro-benzo[d]azepin-3-yl)-N,N-dimethyl-acetamide (47 mgs) and (2,5-Dichloro-pyrimidin-4-yl)-(2-pyrazol-1-yl-phenyl)-amine (47 mgs) were converted to the title compound (51 mgs) as a white foam. 1H-NMR (CDCl3): δ 10.16 (s, 1H), 8.53 (d, J=7.4 Hz, 1H), 8.06 (s, 2H), 7.85 (d, J=14.4 Hz, 2H), 7.48 (s, 1H), 7.40-7.34 (m, 2H), 7.20 (t, J=7.6 Hz, 1H), 6.65 (s, 1H), 6.52 (s, 1H), 3.88 (s, 3H), 3.30 (s, 2H), 3.17 (s, 3H), ... The reactants are [N+](=O)([O-])C=1C=CC2=C(NC(CO2)=O)C1 (6-nitro-2H-1,4-benzoxazin-3(4H)-one), C=O (formaldehyde). Run in O (water). Product: OCN1C(COC2=C1C=C(C=C2)[N+](=O)[O-])=O (4-hydroxymethyl-6-nitro-2H-1,4-benzoxazin-3(4H)-one). Reaction SMILES: [N+:1]([C:4]1[CH:5]=[CH:6][C:7]2[O:12][CH2:11][C:10](=[O:13])[NH:9][C:8]=2[CH:14]=1)([O-:3])=[O:2].[CH2:15]=[O:16]>O>[OH:16][CH2:15][N:9]1[C:8]2[CH:14]=[C:4]([N+:1]([O-:3])=[O:2])[CH:5]=[CH:6][C:7]=2[O:12][CH2:11][C:10]1=[O:13]. Procedure details: A stirred mixture composed of 6-nitro-2H-1,4-benzoxazin-3(4H)-one (5.82 g), 37% formaldehyde aqueous solution (28.5 ml) and water (5.4 ml) is refluxed for 2 hours, and cooled. The resultant solid is collected by filtration, washed with water, ethanol, ether and n-hexane successively, and dried to obtain 4-hydroxymethyl-6-nitro-2H-1,4-benzoxazin-3(4H)-one (5.19 g). The reactants are compound, N1=C(C=CC=C1)N1CCNCC1 (1-(2-pyridyl)piperazine), ClCCC(COC1=CC(=CC=C1)C(F)(F)F)O (4-chloro-1-(3-trifluoromethylphenoxy)-2-butanol), C([O-])([O-])=O.[Na+].[Na+] (sodium carbonate), [I-].[K+] (potassium iodide). The solvent is C(CCC)O (1-butanol). The product is FC(C=1C=C(OCC(CCN2CCN(CC2)C2=NC=CC=C2)O)C=CC1)(F)F (1-(3-Trifluoromethylphenoxy)-4-[4-(2-pyridinyl)-1-piperazinyl]-2-butanol). The yield is 35.4%. Reaction SMILES: [N:1]1[CH:6]=[CH:5][CH:4]=[CH:3][C:2]=1[N:7]1[CH2:12][CH2:11][NH:10][CH2:9][CH2:8]1.Cl[CH2:14][CH2:15][CH:16]([OH:29])[CH2:17][O:18][C:19]1[CH:24]=[CH:23][CH:22]=[C:21]([C:25]([F:28])([F:27])[F:26])[CH:20]=1.C(=O)([O-])[O-].[Na+].[Na+].[I-].[K+]>C(O)CCC>[F:26][C:25]([F:27])([F:28])[C:21]1[CH:20]=[C:19]([CH:24]=[CH:23][CH:22]=1)[O:18][CH2:17][CH:16]([OH:29])[CH2:15][CH2:14][N:10]1[CH2:9][CH2:8][N:7]([C:2]2[CH:3]=[CH:4][CH:5]=[CH:6][N:1]=2)[CH2:12][CH2:11]1 |f:2.3.4,5.6|. Reported procedure: This compound was prepared according to the procedure used to synthesize the compound of Example 6. A mixture of 3.3 g (0.02 mole) of 1-(2-pyridyl)piperazine, 5.4 g (0.02 mole) of 4-chloro-1-(3-trifluoromethylphenoxy)-2-butanol, 6.4 g (0.06 mole) of anhydrous sodium carbonate and 0.4 g of potassium iodide in 100 ml of 1-butanol gave 2.8 g (35%) of the title compound as an off-white solid, m.p. 81°-81.5° C. Recrystallizing solvent used was isopropyl ether. Starting materials: NC1=C(C=CC=C1)NC(=O)C=1SC=2CNCCC2N1 (N-(2-aminophenyl)-4,5,6,7-tetrahydro[1,3]thiazolo[5,4-c]pyridine-2-carboxamide), O1COC2=C1C=CC(=C2)C=CC(=O)O (3-Benzo[1,3]dioxol-5-yl-acrylic acid), ON1N=NC2=C1C=CC=C2 (1-hydroxybenzotriazole), C(C)N=C=NCCCN(C)C (ethyl 3(3′ dimethylaminopropyl)carbodiimide), CN1CCOCC1 (N-methylmorpholine). The solvent is CN(C)C=O (DMF). Reaction conditions: temperature 0 celsius, time 8 hour. The product is NC1=C(C=CC=C1)NC(=O)C=1SC=2CN(CCC2N1)C(C=CC1=CC2=C(OCO2)C=C1)=O (N-(2-aminophenyl)-5-[3-(1,3-benzodioxol-5-yl)prop-2-enoyl]-4,5,6,7-tetrahydro[1,3]thiazolo[5,4-c]pyridine-2-carboxamide). As a reaction SMILES: [O:1]1[C:5]2[CH:6]=[CH:7][C:8]([CH:10]=[CH:11][C:12]([OH:14])=O)=[CH:9][C:4]=2[O:3][CH2:2]1.ON1C2C=CC=CC=2N=N1.C(N=C=NCCCN(C)C)C.CN1CCOCC1.[NH2:43][C:44]1[CH:49]=[CH:48][CH:47]=[CH:46][C:45]=1[NH:50][C:51]([C:53]1[S:54][C:55]2[CH2:56][NH:57][CH2:58][CH2:59][C:60]=2[N:61]=1)=[O:52]>CN(C=O)C>[NH2:43][C:44]1[CH:49]=[CH:48][CH:47]=[CH:46][C:45]=1[NH:50][C:51]([C:53]1[S:54][C:55]2[CH2:56][N:57]([C:12](=[O:14])[CH:11]=[CH:10][C:8]3[CH:7]=[CH:6][C:5]4[O:1][CH2:2][O:3][C:4]=4[CH:9]=3)[CH2:58][CH2:59][C:60]=2[N:61]=1)=[O:52]. Reported procedure: To the solution of 3-Benzo[1,3]dioxol-5-yl-acrylic acid (1.0 mmol) in dry 10 mL DMF, were added 1-hydroxybenzotriazole (1.2 mmol), 1 ethyl 3(3′ dimethylaminopropyl)carbodiimide (2 mmol) and N-methylmorpholine (2.0 mmol). Solution was cooled to 0° C. N-(2-aminophenyl)-4,5,6,7-tetrahydro[1,3]thiazolo[5,4-c]pyridine-2-carboxamide obtained from step VIII of example I was then added and mixture was stirred at room temperature overnight. Reaction mixture was concentrated, diluted with water, extracted...